This data is from the Open Reaction Database (ORD), a public repository of structured organic reaction records. The task is: describe an organic reaction: reactants, conditions, products, and yield Reactants: BrC1=CC(=C(C(=O)OC)C=C1)Cl (methyl 4-bromo-2-chlorobenzoate), [K+].C(=C)[B-](F)(F)F (vinyltrifluoroborate potassium salt). The product is ClC1=C(C(=O)OC)C=CC(=C1)C=C (methyl 2-chloro-4-ethenylbenzoate). RXN SMILES: Br[C:2]1[CH:11]=[CH:10][C:5]([C:6]([O:8][CH3:9])=[O:7])=[C:4]([Cl:12])[CH:3]=1.[K+].[CH:14]([B-](F)(F)F)=[CH2:15]>>[Cl:12][C:4]1[CH:3]=[C:2]([CH:14]=[CH2:15])[CH:11]=[CH:10][C:5]=1[C:6]([O:8][CH3:9])=[O:7] |f:1.2|. Procedure: The title compound was prepared from methyl 4-bromo-2-chlorobenzoate and vinyltrifluoroborate potassium salt according to the procedure for the preparation of Example 135, part A. 1H NMR (400 MHz, CDCl3): δ 3.92 (3H, s), 5.41 (1H, d, J=11.2 Hz), 5.85 (1H, d, J=9.2 Hz), 6.66 (1H, dd, J=11.2 Hz, 17.6 Hz), 7.32 (1H, d, J=8.0 Hz), 7.47 (1H, s), 7.81 (1H, d, J=8.0 Hz). The reactants are C(C)(=O)OC1=C(C=C(C=C1)Br)[N+](=O)[O-] (4-Bromo-2-nitrophenyl acetate), NC1=C(C=C(C=C1)B1OC(C(O1)(C)C)(C)C)NC(C1=CC=C(C=C1)OC)=O (N-[2-Amino-5-(4,4,5,5-tetramethyl-[1,3,2]dioxaborolan-2-yl)-phenyl]-4-methoxy-benzamide), S1C(=CC=C1)B(O)O (2-thiophene boronic acid). Run at temperature 120 celsius. Yields the product [N+](=O)([O-])C1=C(C=CC=C1C=1SC=CC1)O (2-Nitro (thiophen-2-yl)phenol). The yield is 32.0%. RXN SMILES: C([O:4][C:5]1[CH:10]=[CH:9][C:8](Br)=[CH:7][C:6]=1[N+:12]([O-:14])=[O:13])(=O)C.NC1C=CC(B2OC(C)(C)C(C)(C)O2)=CC=1NC(=O)C1C=CC(OC)=CC=1.[S:42]1[CH:46]=[CH:45][CH:44]=[C:43]1B(O)O>>[N+:12]([C:6]1[C:7]([C:43]2[S:42][CH:46]=[CH:45][CH:44]=2)=[CH:8][CH:9]=[CH:10][C:5]=1[OH:4])([O-:14])=[O:13]. Procedure details: Following the same procedure as in Example 44, step 2 (scheme 32) but substituting bromide 155 for bromide 328 (1.00 g, 3.85 mmol) and boronate 116 for 2-thiophene boronic acid (517 mg, 4.04 mmol) and heating at 120° C., the title compound 298 was obtained (270 mg, 32% yield). 1H NMR: (DMSO-d6) δ (ppm): 11.21 (bs, 1H), 8.07 (d, J=2.3 Hz, 1H), 7.80 (dd, J=8.6, 2.3 Hz, 1H), 7.49 (dd, J=3.5, 1.2 Hz, 1H), 7.16 (d, J=8.6 Hz, 1H), 7.11 (dd, J=5.1, 3.5 Hz, 1H), 7.07 (d, J=8.8 Hz, 1H). The reactants are OC1=CC=C(C=C1)C(C(=O)OC)C (Methyl 2-(4'-hydroxyphenyl)propanoate), alcohol. Reagents/catalysts: tetra-(n-butyl)titanate. Solvent: C[C@H](CO)CC ((S)-2-methylbutanol). Yields the product OC1=CC=C(C=C1)C(C(=O)OC[C@H](CC)C)C ((S)-2-Methylbutyl 2-(4-hydroxyphenyl)propanoate). Yield: 90.0%. Reaction SMILES: [OH:1][C:2]1[CH:7]=[CH:6][C:5]([CH:8]([CH3:13])[C:9]([O:11][CH3:12])=[O:10])=[CH:4][CH:3]=1>C[C@@H](CC)CO>[OH:1][C:2]1[CH:3]=[CH:4][C:5]([CH:8]([CH3:13])[C:9]([O:11][CH2:12][C@@H:2]([CH3:7])[CH2:3][CH3:4])=[O:10])=[CH:6][CH:7]=1. Procedure: A mixture of MHPP (2.0 g, 12 mmole) and tetra-(n-butyl)titanate (2 drops) in (S)-2-methylbutanol (5 ml) was stirred at reflux for 16 hours after which excess alcohol was allowed to distill, out and the residual product recovered by distillation (yield 90%; bp 155°-60° C.; SOR: +5.4°,c=3). The results of IR, 1H-NMR and mass spectroscopy and elemental analysis were consistent with the assigned structure.